The task is: describe an organic reaction: reactants, conditions, products, and yield. This data is from the Open Reaction Database (ORD), a public repository of structured organic reaction records. Reactants: C(C)(C)(C)OC(NC1=CC(=C(C=C1)C(C=CN(C)C)=O)Cl)=O ([3-chloro-4-(3-dimethylamino-acryloyl)-phenyl]-carbamic acid tert-butyl ester), O.NN (hydrazine hydrate). Run in C(C)OCC (diethyl ether), C(C)O (ethanol). Reaction conditions: time 3 hour. Yields the product C(C)(C)(C)OC(NC1=CC(=C(C=C1)C1=NNC=C1)Cl)=O ([3-Chloro-4-(1H-pyrazol-3-yl)-phenyl]-carbamic acid tert-butyl ester). RXN SMILES: [C:1]([O:5][C:6](=[O:22])[NH:7][C:8]1[CH:13]=[CH:12][C:11]([C:14](=O)[CH:15]=[CH:16][N:17](C)C)=[C:10]([Cl:21])[CH:9]=1)([CH3:4])([CH3:3])[CH3:2].O.[NH2:24]N>C(O)C.C(OCC)C>[C:1]([O:5][C:6](=[O:22])[NH:7][C:8]1[CH:13]=[CH:12][C:11]([C:14]2[CH:15]=[CH:16][NH:17][N:24]=2)=[C:10]([Cl:21])[CH:9]=1)([CH3:4])([CH3:3])[CH3:2] |f:1.2|. Procedure: A solution of [3-chloro-4-(3-dimethylamino-acryloyl)-phenyl]-carbamic acid tert-butyl ester (250 mg) in ethanol (1.25 ml) is treated with hydrazine hydrate (0.25 ml) and the mixture is stirred at room temperature for 3 hours. The mixture is then diluted with 30 mL of diethyl ether, washed three times with water, once with saturated aqueous sodium chloride, and dried over anhydrous magnesium sulfate. The solvent is removed by evaporation under reduced pressure and the resulting residue is chromat... Reactants: BrC=1C=CC(=C(C1)C(CC(=O)C1=CC=C(C=C1)[N+](=O)[O-])=O)O (1-(5-bromo-2-hydroxyphenyl)-3-(4-nitrophenyl)propan-1,3-dione), S(O)(O)(=O)=O (sulfuric acid). Solvent: C(C)(=O)O (acetic acid). The product is BrC=1C=C2C(C=C(OC2=CC1)C1=CC=C(C=C1)[N+](=O)[O-])=O (6-bromo-4′-nitroflavone). Reaction SMILES: [Br:1][C:2]1[CH:3]=[CH:4][C:5]([OH:22])=[C:6]([C:8](=[O:21])[CH2:9][C:10]([C:12]2[CH:17]=[CH:16][C:15]([N+:18]([O-:20])=[O:19])=[CH:14][CH:13]=2)=O)[CH:7]=1.S(=O)(=O)(O)O>C(O)(=O)C>[Br:1][C:2]1[CH:7]=[C:6]2[C:5](=[CH:4][CH:3]=1)[O:22][C:10]([C:12]1[CH:13]=[CH:14][C:15]([N+:18]([O-:20])=[O:19])=[CH:16][CH:17]=1)=[CH:9][C:8]2=[O:21]. Procedure: A mixed solution consisting of compound 3 (2.00 g, 5.49 mmol), concentrated sulfuric acid (0.5 ml), and acetic acid (40 ml) was heated to reflux for 1 hour. The temperature of the resultant was returned to room temperature, and ice pieces were then added to the reaction solution. The precipitated crystal was collected by filtration, so as to obtain a product of interest, 6-bromo-4′-nitroflavone (compound 4). Yield: 1.79 g (yield constant: 94.2%) MS m/z 347 (MH+). Reactants: CCN(CC)CCCOc1ccc(N)cc1, C1CCOC1, Cc1cccc2c1C(=CO)C(=O)N2, CCOC(C)=O, CCCCCC. The product is CCN(CC)CCCOc1ccc(NC=C2C(=O)Nc3cccc(C)c32)cc1. As a reaction SMILES: [CH2:1]([CH3:2])[N:3]([CH2:4][CH2:5][CH2:6][O:7][c:8]1[cH:9][cH:10][c:11]([NH2:14])[cH:12][cH:13]1)[CH2:15][CH3:16].[CH2:42]1[O:43][CH2:44][CH2:45][CH2:46]1.[CH3:17][c:18]1[c:19]2[c:23]([cH:24][cH:25][cH:26]1)[NH:22][C:21](=[O:27])[C:20]2=[CH:28][OH:29].[CH3:30][CH2:31][O:32][C:33]([CH3:34])=[O:35].[CH3:36][CH2:37][CH2:38][CH2:39][CH2:40][CH3:41]>>[CH2:1]([CH3:2])[N:3]([CH2:4][CH2:5][CH2:6][O:7][c:8]1[cH:9][cH:10][c:11]([NH:14][CH:28]=[C:20]2[c:19]3[c:18]([CH3:17])[cH:26][cH:25][cH:24][c:23]3[NH:22][C:21]2=[O:27])[cH:12][cH:13]1)[CH2:15][CH3:16]. Starting materials: CC1=CC=C(S1)C=O (5-Methyl-2-thiophenecarboxaldehyde), C(C)[Mg]Br (ethyl magnesium bromide). Solvent: C1CCOC1 (THF). Conditions: temperature -78 celsius. Yields the product C(C)C(O)C=1SC(=CC1)C (Ethyl (5-methylthien-2-yl) carbinol). As a reaction SMILES: [CH3:1][C:2]1[S:6][C:5]([CH:7]=[O:8])=[CH:4][CH:3]=1.[CH2:9]([Mg]Br)[CH3:10]>C1COCC1>[CH2:9]([CH:7]([C:5]1[S:6][C:2]([CH3:1])=[CH:3][CH:4]=1)[OH:8])[CH3:10]. Reported procedure: 5-Methyl-2-thiophenecarboxaldehyde (10.0 g) is dissolved in THF and cooled to -78° C. To that solution is added ethyl magnesium bromide (1M in hexane; 80 cc) dropwise over several minutes. The cooling bath is removed and the reaction allowed to equilbrate to room temperature. The reaction is quenched by adding a saturated solution of NH4Cl. The reaction is extracted with ether, dried and evaporated to yield the title product as an almost colorless oil. Starting materials: four, Cl (hydrochloric acid), C(C=C)O (allyl alcohol), C(C=C)(=O)N (acrylamide), C(C(=C)C)(=O)OCCN(CC)CC (diethylaminoethyl methacrylate), S(=O)(=O)([O-])OOS(=O)(=O)[O-].[K+].[K+] (potassium persulfate). Solvent: O (water), O (water). Reaction conditions: time 3 hour. Yields the product C(C=C)(=O)N.C(C(=C)C)(=O)OCCN(CC)CC (acrylamide diethylaminoethyl methacrylate). Reaction SMILES: [C:1]([NH2:5])(=[O:4])[CH:2]=[CH2:3].[C:6]([O:11][CH2:12][CH2:13][N:14]([CH2:17][CH3:18])[CH2:15][CH3:16])(=[O:10])[C:7]([CH3:9])=[CH2:8].C(O)C=C.Cl.S(OOS([O-])(=O)=O)([O-])(=O)=O.[K+].[K+]>O>[C:1]([NH2:5])(=[O:4])[CH:2]=[CH2:3].[C:6]([O:11][CH2:12][CH2:13][N:14]([CH2:17][CH3:18])[CH2:15][CH3:16])(=[O:10])[C:7]([CH3:9])=[CH2:8] |f:4.5.6,8.9|. Procedure details: A one liter four necked flask equipped with a reflux condenser, a stirrer, a thermometer and a supply pipe for nitrogen gas was charged with 63.9 g. of acrylamide, 18.6 g. of diethylaminoethyl methacrylate, 3.7 g. of allyl alcohol, 10.4 g. of 35 % hydrochloric acid and 646.4 g. of deionized water. The temperature was elevated to 60°C. while supplying nitrogen gas, and then 0.82 g. of potassium persulfate dissolved in 81.2 g. of deionized water was added to the flask. The temperature was further ... Reactants: CN1CC(NCC1)=O (4-methyl-2-piperazinone), IC1=CC=C(N)C=C1 (4-iodoaniline), [O-]P(=O)([O-])[O-].[K+].[K+].[K+] (K3PO4), N[C@H]1[C@@H](CCCC1)N (1,2-trans-diaminocyclohexane). The reagents and catalysts are [Cu]I (CuI). Solvent: O1CCOCC1 (dioxane). Conditions: temperature 110 celsius. Product: CN1CC(N(CC1)C1=CC=C(C=C1)N)=O (4-(4-methyl-2-piperazinon-1-yl)phenylamine). The yield is 7.0%. Reaction SMILES: [CH3:1][N:2]1[CH2:7][CH2:6][NH:5][C:4](=[O:8])[CH2:3]1.I[C:10]1[CH:16]=[CH:15][C:13]([NH2:14])=[CH:12][CH:11]=1.[O-]P([O-])([O-])=O.[K+].[K+].[K+].N[C@@H]1CCCC[C@H]1N>O1CCOCC1.[Cu]I>[CH3:1][N:2]1[CH2:7][CH2:6][N:5]([C:10]2[CH:16]=[CH:15][C:13]([NH2:14])=[CH:12][CH:11]=2)[C:4](=[O:8])[CH2:3]1 |f:2.3.4.5|. Procedure: A mixture of 4-methyl-2-piperazinone (200 mg, 1.75 mmol), 4-iodoaniline (384 mg, 1.75 mmol), K3PO4 (848 mg, 4.00 mmol) and 1,2-trans-diaminocyclohexane (98 uL, 0.80 mmol) in dioxane (6 mL) was degassed with Ar before being charged with CuI (76 mg, 0.40 mmol). The mixture in a sealed tube was heated at 110° C. for 4 h. It was then purified by a silica gel prep-TLC using CH2Cl2/MeOH (95/5) as solvents to give the desired product (25 mg). MS 206.2 (M+H). Starting materials: O (water), C(C)(C)N(C(C)C)CC (N,N-diisopropylethylamine), BrCC(=O)OC (methyl bromoacetate), NCCNC(=O)C1=CNC(=C1)C1=NC=CC(=C1)OC1=CC(=C(C=C1)NC(=O)NC1=C(C=CC(=C1)C)F)F (N-(2-aminoethyl)-5-{4-[3-fluoro-4-({[(2-fluoro-5-methylphenyl)amino]carbonyl}amino)phenoxy]pyridin-2-yl}-1H-pyrrole-3-carboxamide), C1CCOC1 (THF). Run at temperature 55 celsius. The product is FC=1C=C(OC2=CC(=NC=C2)C2=CC(=CN2)C(=O)NCCN(CC(=O)OC)CC(=O)OC)C=CC1NC(=O)NC1=C(C=CC(=C1)C)F (dimethyl 2,2′-[(2-{[(5-{4-[3-fluoro-4-({[(2-fluoro-5-methylphenyl)amino]carbonyl}amino)phenoxy]pyridin-2-yl}-1H-pyrrol-3-yl)carbonyl]amino}ethyl)imino]diacetate). As a reaction SMILES: [NH2:1][CH2:2][CH2:3][NH:4][C:5]([C:7]1[CH:11]=[C:10]([C:12]2[CH:17]=[C:16]([O:18][C:19]3[CH:24]=[CH:23][C:22]([NH:25][C:26]([NH:28][C:29]4[CH:34]=[C:33]([CH3:35])[CH:32]=[CH:31][C:30]=4[F:36])=[O:27])=[C:21]([F:37])[CH:20]=3)[CH:15]=[CH:14][N:13]=2)[NH:9][CH:8]=1)=[O:6].C(N(CC)C(C)C)(C)C.Br[CH2:48][C:49]([O:51][CH3:52])=[O:50].[OH2:53].C1[CH2:58][O:57][CH2:56][CH2:55]1>>[F:37][C:21]1[CH:20]=[C:19]([CH:24]=[CH:23][C:22]=1[NH:25][C:26]([NH:28][C:29]1[CH:34]=[C:33]([CH3:35])[CH:32]=[CH:31][C:30]=1[F:36])=[O:27])[O:18][C:16]1[CH:15]=[CH:14][N:13]=[C:12]([C:10]2[NH:9][CH:8]=[C:7]([C:5]([NH:4][CH2:3][CH2:2][N:1]([CH2:55][C:56]([O:57][CH3:58])=[O:53])[CH2:48][C:49]([O:51][CH3:52])=[O:50])=[O:6])[CH:11]=2)[CH:17]=1. Reported procedure: To a stirred suspension of N-(2-aminoethyl)-5-{4-[3-fluoro-4-({[(2-fluoro-5-methylphenyl)amino]carbonyl}amino)phenoxy]pyridin-2-yl}-1H-pyrrole-3-carboxamide (120 mg, 0.24 mmol) in 10 ml of anhydrous THF were added N,N-diisopropylethylamine (1 ml, 5.6 mmol) and methyl bromoacetate (300 mg, 2.0 mmol). The mixture was heated at 55° C. for 2 hours and poured into 100 ml of water with vigorous stirring. The precipitates were filtered and dried in vacuo to give the crude, which was purified by silica ... As a reaction SMILES: [CH3:23][Si:24]([c:25]1[cH:26][c:27]2[cH:28][c:29]([C:42](=[O:43])[OH:44])[n:30]([CH2:34][c:35]3[cH:36][c:37]([F:41])[cH:38][cH:39][cH:40]3)[c:31]2[cH:32][cH:33]1)([CH3:45])[CH3:46].[CH3:2][N:3]([CH3:4])[CH2:5][CH2:6][CH2:7][N:8]=[C:9]=[N:10][CH2:11][CH3:12].[CH3:68][CH2:69][O:70][C:71]([CH3:72])=[O:73].[ClH:1].[NH2:47][c:48]1[cH:49][n:50][c:51]([N:54]2[CH2:55][CH2:56][CH2:57]2)[cH:52][cH:53]1.[Na+:62].[O-:58][C:59]([OH:60])=[O:61].[O:63]=[CH:64][N:65]([CH3:66])[CH3:67].[OH:13][n:14]1[c:15]2[cH:16][cH:17][cH:18][cH:19][c:20]2[n:21][n:22]1>>[CH3:23][Si:24]([c:25]1[cH:26][c:27]2[cH:28][c:29]([C:42](=[O:43])[NH:47][c:48]3[cH:49][n:50][c:51]([N:54]4[CH2:55][CH2:56][CH2:57]4)[cH:52][cH:53]3)[n:30]([CH2:34][c:35]3[cH:36][c:37]([F:41])[cH:38][cH:39][cH:40]3)[c:31]2[cH:32][cH:33]1)([CH3:45])[CH3:46]. Starting materials: C[Si](C)(C)c1ccc2c(c1)cc(C(=O)O)n2Cc1cccc(F)c1, CCN=C=NCCCN(C)C, CCOC(C)=O, Cl, Nc1ccc(N2CCC2)nc1, [Na+], O=C([O-])O, CN(C)C=O, On1nnc2ccccc21. Yields the product C[Si](C)(C)c1ccc2c(c1)cc(C(=O)Nc1ccc(N3CCC3)nc1)n2Cc1cccc(F)c1. Starting materials: C(C)(=O)NC(C(=O)OCC)(C(=O)[O-])CC1=CC=C(C=C1)CCl (ethyl 2-acetamido-2-(4-chloromethylbenzyl)malonate), S(=O)([O-])[O-].[Na+].[Na+] (sodium sulfite), aqueous solution, [OH-].[Na+] (caustic soda), aqueous solution, Cl (hydrochloric acid). The solvent is C(C)O (ethanol), O (water). Conditions: temperature 120 celsius. Yields the product C(C)(=O)N[C@@H](CC1=CC=C(C=C1)CS(=O)(=O)[O-])C(=O)O.[Na+] (monosodium N-acetyl-4-sulfonatomethylphenylalanine). Yield: 39.0%. Reaction SMILES: [C:1]([NH:4][C:5]([CH2:14][C:15]1[CH:20]=[CH:19][C:18]([CH2:21]Cl)=[CH:17][CH:16]=1)(C([O-])=O)[C:6]([O:8]CC)=[O:7])(=[O:3])[CH3:2].[S:23]([O-:26])([O-:25])=[O:24].[Na+:27].[Na+].[OH-].[Na+].Cl>O.C(O)C>[C:1]([NH:4][C@H:5]([C:6]([OH:8])=[O:7])[CH2:14][C:15]1[CH:20]=[CH:19][C:18]([CH2:21][S:23]([O-:26])(=[O:25])=[O:24])=[CH:17][CH:16]=1)(=[O:3])[CH3:2].[Na+:27] |f:1.2.3,4.5,9.10|. Reported procedure: 1.1 g of ethyl 2-acetamido-2-(4-chloromethylbenzyl)malonate are added to a solution of 3.31 g of sodium sulfite in 20 cm3 of distilled water, and 8 cm3 of a 10% aqueous solution of caustic soda, and the reaction mixture is heated for 3 hours to a temperature of about 120° C. After cooling to a temperature of about 20° C., the reaction mixture is taken to pH=1 by means of a 1N aqueous solution of hydrochloric acid, and the mixture is again heated to 120° C. for 1 hour. The reaction mixture is coo... Starting materials: solution, CN (methylamine), BrCC=1C=C(C=CC1)C=1C=CN2C(C(=CC(=C2C1C)C1CC1)C(=O)OCC)=O (ethyl 8-(3-bromomethylphenyl)-1-cyclopropyl-9-methyl-4-oxo-4H-quinolizine-3-carboxylate). The solvent is O1CCCC1 (tetrahydrofuran), O1CCCC1 (tetrahydrofuran). Run at time 10 hour. Yields the product C1(CC1)C=1C=C(C(N2C=CC(=C(C12)C)C1=CC(=CC=C1)CNC)=O)C(=O)OCC (ethyl 1-cyclopropyl-9-methyl-8-(3-methylaminomethylphenyl)-4-oxo-4H-quinolizine-3-carboxylate). Reaction SMILES: Br[CH2:2][C:3]1[CH:4]=[C:5]([C:9]2[CH:10]=[CH:11][N:12]3[C:17]([C:18]=2[CH3:19])=[C:16]([CH:20]2[CH2:22][CH2:21]2)[CH:15]=[C:14]([C:23]([O:25][CH2:26][CH3:27])=[O:24])[C:13]3=[O:28])[CH:6]=[CH:7][CH:8]=1.[CH3:29][NH2:30]>O1CCCC1>[CH:20]1([C:16]2[CH:15]=[C:14]([C:23]([O:25][CH2:26][CH3:27])=[O:24])[C:13](=[O:28])[N:12]3[C:17]=2[C:18]([CH3:19])=[C:9]([C:5]2[CH:6]=[CH:7][CH:8]=[C:3]([CH2:2][NH:30][CH3:29])[CH:4]=2)[CH:10]=[CH:11]3)[CH2:21][CH2:22]1. Reported procedure: 31.2 mg of ethyl 8-(3-bromomethylphenyl)-1-cyclopropyl-9-methyl-4-oxo-4H-quinolizine-3-carboxylate (Example 57) was dissolved in 2 ml of tetrahydrofuran. 0.1 ml of a solution of 2.0 M of methylamine in tetrahydrofuran was added to the obtained solution, and they were stirred for 10 hours. The reaction mixture was concentrated under reduced pressure. The obtained residue was purified by the silica gel column chromatography (eluent: chloroform/methanol=5/1) to obtain 18.1 mg of ethyl 1-cyclopropyl...